This data is from the Open Reaction Database (ORD), a public repository of structured organic reaction records. The task is: describe an organic reaction: reactants, conditions, products, and yield The reactants are C(C1=CC=CC=C1)N1CC(CC1)NC1=NC=C(C(=N1)C)/C=C/C(=O)OCC (ethyl (2E)-3-{2-[(1-benzyl-3-pyrrolidinyl)amino]-4-methyl-5-pyrimidinyl}acrylate), [OH-].[Na+] (NaOH). The solvent is CO (MeOH), C1CCOC1 (THF). Product: C(C1=CC=CC=C1)N1CC(CC1)NC1=NC=C(C(=N1)C)/C=C/C(=O)O ((2E)-3-{2-[(1-benzyl-3-pyrrolidinyl)amino]-4-methyl-5-pyrimidinyl}acrylic acid). Yield: 100.1%. Reaction SMILES: [CH2:1]([N:8]1[CH2:12][CH2:11][CH:10]([NH:13][C:14]2[N:19]=[C:18]([CH3:20])[C:17](/[CH:21]=[CH:22]/[C:23]([O:25]CC)=[O:24])=[CH:16][N:15]=2)[CH2:9]1)[C:2]1[CH:7]=[CH:6][CH:5]=[CH:4][CH:3]=1.[OH-].[Na+]>CO.C1COCC1>[CH2:1]([N:8]1[CH2:12][CH2:11][CH:10]([NH:13][C:14]2[N:19]=[C:18]([CH3:20])[C:17](/[CH:21]=[CH:22]/[C:23]([OH:25])=[O:24])=[CH:16][N:15]=2)[CH2:9]1)[C:2]1[CH:7]=[CH:6][CH:5]=[CH:4][CH:3]=1 |f:1.2|. Procedure: A solution of ethyl (2E)-3-{2-[(1-benzyl-3-pyrrolidinyl)amino]-4-methyl-5-pyrimidinyl}acrylate (750 mg) and 1N NaOH solution (4.1 ml) in MeOH (10 ml) and THF (10 ml) was stirred at 80-85° C. for 2 hours. The reaction mixture was evaporated in vacuo and the residue was dissolved in a mixture was AcOEt and H2O. The aqueous solution was adjusted to PH 5.4 with 5% HCl solution and resultant solution was evaporated in vacuo and the residue was dissolved in a MeOH and THF. The solvent was evaporated i... Starting materials: Cc1cc(I)ccc1Nc1c(C(=O)O)cc(Br)c(F)c1F, CN(C)C=O, O=C(Oc1c(F)c(F)c(F)c(F)c1F)C(F)(F)F, c1ccncc1. Yields the product Cc1cc(I)ccc1Nc1c(C(=O)Oc2c(F)c(F)c(F)c(F)c2F)cc(Br)c(F)c1F. Reaction SMILES: [Br:1][c:2]1[c:3]([F:21])[c:4]([F:20])[c:5]([NH:11][c:12]2[c:13]([CH3:19])[cH:14][c:15]([I:18])[cH:16][cH:17]2)[c:6]([C:7](=[O:8])[OH:9])[cH:10]1.[CH3:46][N:47]([CH3:48])[CH:49]=[O:50].[F:28][C:29]([F:30])([F:31])[C:32]([O:44][c:33]1[c:34]([F:43])[c:35]([F:42])[c:36]([F:41])[c:37]([F:40])[c:38]1[F:39])=[O:45].[cH:22]1[cH:23][cH:24][n:25][cH:26][cH:27]1>>[Br:1][c:2]1[c:3]([F:21])[c:4]([F:20])[c:5]([NH:11][c:12]2[c:13]([CH3:19])[cH:14][c:15]([I:18])[cH:16][cH:17]2)[c:6]([C:7]([O:8][c:33]2[c:34]([F:43])[c:35]([F:42])[c:36]([F:41])[c:37]([F:40])[c:38]2[F:39])=[O:9])[cH:10]1. The reactants are CO (carbinol), CO (carbinol), BrC1=CC=C(C=C1)OC (p-bromoanisole), C1(CCCCC1)C(=O)OC (methyl cyclohexane carboxylate), C1(CCCCC1)C(=O)OC (methyl cyclohexane carboxylate), colorless solid, diphenylalkenes. As a reaction SMILES: Br[C:2]1[CH:7]=[CH:6][C:5]([O:8][CH3:9])=[CH:4][CH:3]=1.[CH:10]1([C:16](OC)=O)[CH2:15][CH2:14][CH2:13][CH2:12][CH2:11]1.[CH3:20][OH:21]>>[CH3:9][O:8][C:5]1[CH:6]=[CH:7][C:2]([C:16]([C:10]2[CH:11]=[CH:12][C:13]([O:21][CH3:20])=[CH:14][CH:15]=2)=[C:2]2[CH2:7][CH2:6][CH2:5][CH2:4][CH2:3]2)=[CH:3][CH:4]=1. Procedure details: The Grignard reaction of p-bromoanisole (15.0 g, 0.080 mol) and methyl cyclohexane carboxylate (Compound 26) (5.7 g, 0.040 mol) afforded the carbinol (Compound 27) which upon dehydration yielded a yellow solid. Recrystallized from absolute EtOH yielded 8.0 g (65%) of a colorless solid, mp 106°-107° C. (MIQUEL, J -F., WAHLSTAM, H., OLSSON, K. AND SUNDBECK, B. (1963), "Synthesis of unsymmetrical diphenylalkenes", Journal of Medicinal Chemistry, 6, 774), 109°-110° C. 1H NMR (CDCl3) δ 1.70 (broad s,... Product: COC1=CC=C(C=C1)C(=C1CCCCC1)C1=CC=C(C=C1)OC (Bis-(p-methoxyphenyl)-cyclohexylidene methane). The reactants are OC1=CC(=NC2=CC=CC=C12)C(=O)O (4-Hydroxy-quinoline-2-carboxylic acid), Cl.COC([C@H](CCC(=O)OC(C)(C)C)N)=O ((S)-2-Amino-pentanedioic acid 5-tert-butyl ester 1-methyl ester hydrochloride), C=1C=CC2=C(C1)N=NN2O (HOBT), C(CCl)Cl (EDC). The solvent is CN(C)C=O (DMF), O (water). Conditions: time 16 hour. Yields the product COC([C@H](CCC(=O)OC(C)(C)C)NC(=O)C1=NC2=CC=CC=C2C(=C1)O)=O ((S)-2-[(4-Hydroxy-quinoline-2-carbonyl)-amino]-pentanedioic acid 5-tert-butyl ester 1-methyl ester). As a reaction SMILES: [OH:1][C:2]1[C:11]2[C:6](=[CH:7][CH:8]=[CH:9][CH:10]=2)[N:5]=[C:4]([C:12]([OH:14])=O)[CH:3]=1.Cl.[CH3:16][O:17][C:18](=[O:30])[C@@H:19]([NH2:29])[CH2:20][CH2:21][C:22]([O:24][C:25]([CH3:28])([CH3:27])[CH3:26])=[O:23].C1C=CC2N(O)N=NC=2C=1.C(Cl)CCl>CN(C=O)C.O>[CH3:16][O:17][C:18](=[O:30])[C@@H:19]([NH:29][C:12]([C:4]1[CH:3]=[C:2]([OH:1])[C:11]2[C:6](=[CH:7][CH:8]=[CH:9][CH:10]=2)[N:5]=1)=[O:14])[CH2:20][CH2:21][C:22]([O:24][C:25]([CH3:26])([CH3:27])[CH3:28])=[O:23] |f:1.2|. Procedure details: To a solution of 5 g 4-Hydroxy-quinoline-2-carboxylic acid and 5 g of (S)-2-Amino-pentanedioic acid 5-tert-butyl ester 1-methyl ester hydrochloride in 50 ml of DMF, 4.0 g of HOBT, 5.1 g of EDC and 6 g of NEM was added and the reaction mixture was stirred for 16 h at RT. Then, the reaction mixture was diluted with water and extracted with DCM. The organic phase was dried over MgSO4 and the solvents were removed under reduced pressure. The crude product was purified by re-crystallisation from ethy... Reactants: Cc1nc(S)sc1-c1ccc(C#N)cc1, CCO. The product is Cc1ncsc1-c1ccc(C#N)cc1. Reaction SMILES: [C:1](#[N:2])[c:3]1[cH:4][cH:5][c:6](-[c:9]2[c:10]([CH3:15])[n:11][c:12]([SH:14])[s:13]2)[cH:7][cH:8]1.[CH3:16][CH2:17][OH:18]>>[C:1](#[N:2])[c:3]1[cH:4][cH:5][c:6](-[c:9]2[c:10]([CH3:15])[n:11][cH:12][s:13]2)[cH:7][cH:8]1.